This data is from the Open Reaction Database (ORD), a public repository of structured organic reaction records. The task is: describe an organic reaction: reactants, conditions, products, and yield The reactants are CCN1CCc2ccc3[nH]c(=O)c(=O)[nH]c3c2C1, [K+], [NH4+], O=[N+]([O-])[O-], [OH-], O=S(=O)(O)O. Yields the product CCN1CCc2c([N+](=O)[O-])cc3[nH]c(=O)c(=O)[nH]c3c2C1. RXN SMILES: [CH2:1]([CH3:2])[N:3]1[CH2:4][c:5]2[c:6]3[nH:7][c:8](=[O:18])[c:9](=[O:17])[nH:10][c:11]3[cH:12][cH:13][c:14]2[CH2:15][CH2:16]1.[K+:19].[NH4+:24].[O-:20][N+:21]([O-:22])=[O:23].[OH-:25].[S:26](=[O:27])(=[O:28])([OH:29])[OH:30]>>[CH2:1]([CH3:2])[N:3]1[CH2:4][c:5]2[c:6]3[nH:7][c:8](=[O:18])[c:9](=[O:17])[nH:10][c:11]3[cH:12][c:13]([N+:21](=[O:20])[O-:22])[c:14]2[CH2:15][CH2:16]1. The reactants are C1(=CC(=CC=C1)NC(=C(C(=O)N)C#N)SC)C1=CC=CC=C1 (3-([1,1′-biphenyl]-3-ylamino)-2-cyano-3-(methylthio)acrylamide), O.NN (hydrazine hydrate), CCO (EtOH). Conditions: temperature 75 celsius. Yields the product C1(=CC=C(C=C1)NC1=NNC(=C1C(=O)N)N)C1=CC=CC=C1 (3-([1,1′-biphenyl]-4-ylamino)-5-amino-1H-pyrazole-4-carboxamide). RXN SMILES: [C:1]1(C2C=CC=CC=2)[CH:6]=[CH:5][CH:4]=[C:3]([NH:7][C:8](SC)=[C:9]([C:13]#[N:14])[C:10]([NH2:12])=O)[CH:2]=1.[OH2:23].[NH2:24][NH2:25].[CH3:26][CH2:27]O>>[C:6]1([C:26]2[CH:27]=[CH:3][CH:2]=[CH:1][CH:6]=2)[CH:1]=[CH:2][C:3]([NH:7][C:8]2[C:9]([C:13]([NH2:14])=[O:23])=[C:10]([NH2:12])[NH:25][N:24]=2)=[CH:4][CH:5]=1 |f:1.2|. Reported procedure: 3-([1,1′-biphenyl]-3-ylamino)-2-cyano-3-(methylthio)acrylamide was then suspended in 10 mL EtOH and hydrazine hydrate (124 μL, 1.0 eq.) was added dropwise. Reaction was heated at 75° C. until intermediate was absent (HPLC). Once intermediate was absent (18 hrs), reaction was brought to room temperature and filtered to obtain 3-([1,1′-biphenyl]-4-ylamino)-5-amino-1H-pyrazole-4-carboxamide as a yellow powder. Product was allowed to dry under vacuum for 1 hr.